This data is from the Open Reaction Database (ORD), a public repository of structured organic reaction records. The task is: describe an organic reaction: reactants, conditions, products, and yield Starting materials: ClC1=CC=C(CN2C(=NC=3N(C(N(C(C23)=O)CC2=CC=C(C=C2)OC)=O)C)C(C2=CC(=CC=C2)OC(F)(F)F)=O)C=C1 (7-(4-chlorobenzyl)-1-(4-methoxybenzyl)-3-methyl-8-(3-(trifluoromethoxy)benzoyl)-1H-purine-2,6(3H,7H)-dione), C(=O)(C(F)(F)F)O (TFA), FC(S(=O)(=O)O)(F)F (trifluoromethanesulfonic acid). Run in C(Cl)Cl (DCM). Run at temperature 0 celsius, time 10 minute. Product: ClC1=CC=C(CN2C(=NC=3N(C(NC(C23)=O)=O)C)C(C2=CC(=CC=C2)OC(F)(F)F)=O)C=C1 (7-(4-chlorobenzyl)-3-methyl-8-(3-(trifluoromethoxy)benzoyl)-1H-purine-2,6(3H,7H)-dione). Isolated yield 83.5%. Reaction SMILES: [Cl:1][C:2]1[CH:42]=[CH:41][C:5]([CH2:6][N:7]2[C:15]3[C:14](=[O:16])[N:13](CC4C=CC(OC)=CC=4)[C:12](=[O:26])[N:11]([CH3:27])[C:10]=3[N:9]=[C:8]2[C:28](=[O:40])[C:29]2[CH:34]=[CH:33][CH:32]=[C:31]([O:35][C:36]([F:39])([F:38])[F:37])[CH:30]=2)=[CH:4][CH:3]=1.C(O)(C(F)(F)F)=O.FC(F)(F)S(O)(=O)=O>C(Cl)Cl>[Cl:1][C:2]1[CH:3]=[CH:4][C:5]([CH2:6][N:7]2[C:15]3[C:14](=[O:16])[NH:13][C:12](=[O:26])[N:11]([CH3:27])[C:10]=3[N:9]=[C:8]2[C:28](=[O:40])[C:29]2[CH:34]=[CH:33][CH:32]=[C:31]([O:35][C:36]([F:37])([F:38])[F:39])[CH:30]=2)=[CH:41][CH:42]=1. Procedure: To a solution of 7-(4-chlorobenzyl)-1-(4-methoxybenzyl)-3-methyl-8-(3-(trifluoromethoxy)benzoyl)-1H-purine-2,6(3H,7H)-dione (15 mg, 0.025 mmol) in DCM (1 ml) was added TFA (1 ml) dropwise followed by trifluoromethanesulfonic acid (0.25 ml), both at 0° C. The reaction was stirred at 0° C. for 10 min, then stirred at room temperature for 16 h. The reaction was quenched with aqueous saturated sodium bicarbonate and extracted with DCM. The organic phase was washed with water dried over sodium sulfat... Reactants: NCCCC(P(OCC)(=O)OCC)P(OCC)(=O)OCC (tetraethyl 4-aminobutane-1,1-bisphosphonate), [N+](=O)(O)[O-].CC1=NN(C(=C1)C)C(=N)N (3,5-dimethylpyrazole-1-carboxamidine nitrate). The solvent is CN(C)C=O (DMF). The product is NN=CNCCCC(P(O)(=O)O)P(O)(=O)O (4-((aminoiminomethyl)amino)butane-1,1-bisphosphonic acid). Reaction SMILES: [NH2:1][CH2:2][CH2:3][CH2:4][CH:5]([P:14]([O:19]CC)(=[O:18])[O:15]CC)[P:6]([O:11]CC)(=[O:10])[O:7]CC.[N+]([O-])(O)=O.C[C:27]1C=C(C)[N:29](C(N)=N)[N:28]=1>CN(C=O)C>[NH2:29][N:28]=[CH:27][NH:1][CH2:2][CH2:3][CH2:4][CH:5]([P:14]([OH:19])(=[O:18])[OH:15])[P:6]([OH:11])(=[O:10])[OH:7] |f:1.2|. Reported procedure: A solution of 0.69 g (2 mmol) of tetraethyl 4-aminobutane-1,1-bisphosphonate (according to DE 3,225,469 A1, 01.05.1984) and 0.402 g (2 mmol) of 3,5-dimethylpyrazole-1-carboxamidine nitrate in 10 ml of DMF is heated at boiling point for 3 hours. The DMF is then distilled off in vacuo and the residue is dissolved in a little water. After extraction with diethyl ether and ethyl acetate (the organic extracts are discarded), the aqueous phase is distilled in vacuo. A dark oil (0.89 g) remains. This i... The reactants are C1CCOC1, CCOC(=O)N=NC(=O)OCC, O=c1nc(C=Cc2ccccc2)[nH]cc1CCCO, c1ccc(P(c2ccccc2)c2ccccc2)cc1. As a reaction SMILES: [CH2:51]1[O:52][CH2:53][CH2:54][CH2:55]1.[O:39]=[C:40]([O:41][CH2:42][CH3:43])[N:44]=[N:45][C:46]([O:47][CH2:48][CH3:49])=[O:50].[OH:1][CH2:2][CH2:3][CH2:4][c:5]1[c:6](=[O:19])[n:7][c:8]([CH:11]=[CH:12][c:13]2[cH:14][cH:15][cH:16][cH:17][cH:18]2)[nH:9][cH:10]1.[c:20]1([P:21]([c:22]2[cH:23][cH:24][cH:25][cH:26][cH:27]2)[c:28]2[cH:29][cH:30][cH:31][cH:32][cH:33]2)[cH:34][cH:35][cH:36][cH:37][cH:38]1>>[CH2:2]1[CH2:3][CH2:4][c:5]2[c:6]([n:7][c:8]([CH:11]=[CH:12][c:13]3[cH:14][cH:15][cH:16][cH:17][cH:18]3)[n:9][cH:10]2)[O:19]1. The product is C(=Cc1ncc2c(n1)OCCC2)c1ccccc1. The reactants are ClC=1C=C(C=CC1OC1=CC(=CC=C1)C(F)(F)F)NC=1C2=C(N=CN1)C=CN2CCNC(CS(=O)(=O)C)=O (N-{2-[4-({3-chloro-4-[3-(trifluoromethyl)phenoxy]phenyl}amino)-5H-pyrrolo[3,2-d]pyrimidin-5-yl]ethyl}-2-(methylsulfonyl)acetamide), O.CC1=CC=C(C=C1)S(=O)(=O)O (4-methylbenzenesulfonic acid monohydrate). The solvent is C(C)(=O)OCC (ethyl acetate). Reaction conditions: time 20 hour. Product: CC1=CC=C(C=C1)S(=O)(=O)O.ClC=1C=C(C=CC1OC1=CC(=CC=C1)C(F)(F)F)NC=1C2=C(N=CN1)C=CN2CCNC(CS(=O)(=O)C)=O (N-{2-[4-({3-chloro-4-[3-(trifluoromethyl)phenoxy]phenyl}amino)-5H-pyrrolo[3,2-d]pyrimidin-5-yl]ethyl}-2-(methylsulfonyl)acetamide 4-methylbenzenesulfonate). Isolated yield 76.9%. Reaction SMILES: [Cl:1][C:2]1[CH:3]=[C:4]([NH:19][C:20]2[C:21]3[N:28]([CH2:29][CH2:30][NH:31][C:32](=[O:38])[CH2:33][S:34]([CH3:37])(=[O:36])=[O:35])[CH:27]=[CH:26][C:22]=3[N:23]=[CH:24][N:25]=2)[CH:5]=[CH:6][C:7]=1[O:8][C:9]1[CH:14]=[CH:13][CH:12]=[C:11]([C:15]([F:18])([F:17])[F:16])[CH:10]=1.O.[CH3:40][C:41]1[CH:46]=[CH:45][C:44]([S:47]([OH:50])(=[O:49])=[O:48])=[CH:43][CH:42]=1>C(OCC)(=O)C>[CH3:40][C:41]1[CH:42]=[CH:43][C:44]([S:47]([OH:50])(=[O:49])=[O:48])=[CH:45][CH:46]=1.[Cl:1][C:2]1[CH:3]=[C:4]([NH:19][C:20]2[C:21]3[N:28]([CH2:29][CH2:30][NH:31][C:32](=[O:38])[CH2:33][S:34]([CH3:37])(=[O:36])=[O:35])[CH:27]=[CH:26][C:22]=3[N:23]=[CH:24][N:25]=2)[CH:5]=[CH:6][C:7]=1[O:8][C:9]1[CH:14]=[CH:13][CH:12]=[C:11]([C:15]([F:17])([F:18])[F:16])[CH:10]=1 |f:1.2,4.5|. Procedure details: To a solution of N-{2-[4-({3-chloro-4-[3-(trifluoromethyl)phenoxy]phenyl}amino)-5H-pyrrolo[3,2-d]pyrimidin-5-yl]ethyl}-2-(methylsulfonyl)acetamide (150 mg) in ethyl acetate (10 mL) was added 4-methylbenzenesulfonic acid monohydrate (55.4 mg) at room temperature. The mixture was stirred at room temperature for 20 hrs, and the solvent was evaporated under reduced pressure. The precipitated crystals were collected by filtration and washed with ethyl acetate and diisopropyl ether to give the title c... The reactants are O=S(=O)(Oc1ccc2nc(NCc3ccccc3)[nH]c2c1)c1ccc(F)cc1, CN1CCCC1=O, NC1CCCC1. Product: O=S(=O)(Oc1ccc2nc(NCc3ccccc3)[nH]c2c1)c1ccc(NC2CCCC2)cc1. Reaction SMILES: [CH2:1]([c:2]1[cH:3][cH:4][cH:5][cH:6][cH:7]1)[NH:8][c:9]1[nH:10][c:11]2[c:12]([n:13]1)[cH:14][cH:15][c:16]([O:18][S:19](=[O:20])(=[O:21])[c:22]1[cH:23][cH:24][c:25]([F:28])[cH:26][cH:27]1)[cH:17]2.[CH3:35][N:36]1[CH2:37][CH2:38][CH2:39][C:40]1=[O:41].[CH:29]1([NH2:34])[CH2:30][CH2:31][CH2:32][CH2:33]1>>[CH2:1]([c:2]1[cH:3][cH:4][cH:5][cH:6][cH:7]1)[NH:8][c:9]1[nH:10][c:11]2[c:12]([n:13]1)[cH:14][cH:15][c:16]([O:18][S:19](=[O:20])(=[O:21])[c:22]1[cH:23][cH:24][c:25]([NH:34][CH:29]3[CH2:30][CH2:31][CH2:32][CH2:33]3)[cH:26][cH:27]1)[cH:17]2. The reactants are C(C)(C)(C)OC(=O)NC1CCN(CC1)CCN1C[C@@H]([C@H](CC1)OC(C(C)(C)C)=O)C (2,2-Dimethyl-propionic acid (3S,4S)-1-[2-(4-tert-butoxycarbonylamino-piperidin-1-yl)-ethyl]-3-methyl-piperidin-4-yl ester), C[O-].[Na+] (NaOMe). The product is C(C)(C)(C)OC(NC1CCN(CC1)CCN1C[C@@H]([C@H](CC1)O)C)=O ({1-[2-((3S,4S)-4-Hydroxy-3-methyl-piperidin-1-yl)-ethyl]-piperidin-4-yl}-carbamic acid tert-butyl ester). Reaction SMILES: [C:1]([O:5][C:6]([NH:8][CH:9]1[CH2:14][CH2:13][N:12]([CH2:15][CH2:16][N:17]2[CH2:22][CH2:21][C@H:20]([O:23]C(=O)C(C)(C)C)[C@@H:19]([CH3:30])[CH2:18]2)[CH2:11][CH2:10]1)=[O:7])([CH3:4])([CH3:3])[CH3:2].C[O-].[Na+]>>[C:1]([O:5][C:6](=[O:7])[NH:8][CH:9]1[CH2:14][CH2:13][N:12]([CH2:15][CH2:16][N:17]2[CH2:22][CH2:21][C@H:20]([OH:23])[C@@H:19]([CH3:30])[CH2:18]2)[CH2:11][CH2:10]1)([CH3:4])([CH3:2])[CH3:3] |f:1.2|. Procedure details: Crude 15 (8.2 g, 19.27 mmol) is treated with NaOMe (0.5M in methanol, 77 ml, 38.5 mmol) and heated under reflux for 24 hours. The solvent is then evaporated, the residue taken up in DCM and extracted with 1N-NaOH and brine. Drying and evaporation gave a brown oil which is purified by chromatography on silicagel using DCM (saturated with ammonia) and MeOH (from 1% to 5%).